Dataset: the Open Reaction Database (ORD), a public repository of structured organic reaction records. Task: describe an organic reaction: reactants, conditions, products, and yield The reactants are CCOC(=O)CC1OB(O)c2cc(Oc3ccnc(NCc4cc(OC)ccc4OC)n3)cc(C)c21, C1CCOC1, [Li+], [OH-], O. Yields the product COc1ccc(OC)c(CNc2nccc(Oc3cc(C)c4c(c3)B(O)OC4CC(=O)O)n2)c1. Reaction SMILES: [CH2:1]([CH3:2])[O:3][C:4]([CH2:5][CH:6]1[c:7]2[c:8]([cH:12][c:13]([O:17][c:18]3[n:19][c:20]([NH:24][CH2:25][c:26]4[c:27]([O:34][CH3:35])[cH:28][cH:29][c:30]([O:32][CH3:33])[cH:31]4)[n:21][cH:22][cH:23]3)[cH:14][c:15]2[CH3:16])[B:9]([OH:11])[O:10]1)=[O:36].[CH2:39]1[O:40][CH2:41][CH2:42][CH2:43]1.[Li+:37].[OH-:38].[OH2:44]>>[O:3]=[C:4]([CH2:5][CH:6]1[c:7]2[c:8]([cH:12][c:13]([O:17][c:18]3[n:19][c:20]([NH:24][CH2:25][c:26]4[c:27]([O:34][CH3:35])[cH:28][cH:29][c:30]([O:32][CH3:33])[cH:31]4)[n:21][cH:22][cH:23]3)[cH:14][c:15]2[CH3:16])[B:9]([OH:11])[O:10]1)[OH:36]. Reactants: FC1=C(C(=N)N)C=C(C=C1)OC (2-Fluoro-5-methoxybenzamidine), C(CC(=O)OC)(=O)OC (dimethyl malonate). Solvent: CS(=O)C (dimethyl sulfoxide). Reaction conditions: time 24 hour. Yields the product C1(=CC=CC=C1)C1=NC(=CC(=N1)O)O (2-Phenyl-4,6-dihydroxy-pyrimidine). Reaction SMILES: F[C:2]1[CH:10]=[CH:9][C:8](OC)=[CH:7][C:3]=1[C:4]([NH2:6])=[NH:5].[C:13](OC)(=[O:19])[CH2:14][C:15](OC)=[O:16]>CS(C)=O>[C:3]1([C:4]2[N:5]=[C:15]([OH:16])[CH:14]=[C:13]([OH:19])[N:6]=2)[CH:2]=[CH:10][CH:9]=[CH:8][CH:7]=1. Procedure: A mixture of 2-Fluoro-5-methoxybenzamidine (10.3 g) and dimethyl malonate (8.09 g) in dry dimethyl sulfoxide (7 mL) was allowed to stand at room temperature for 24 h.. The precipitated product was collected and washed with water and ether to afford 2-Phenyl-4,6-dihydroxy-pyrimidine as a white solid. Starting materials: C(C)(C)(C)OC(N[C@H](CC1=C(C=CC=C1)F)C(N(C)OC)=O)=O ([(R)-2-(2-fluoro-phenyl)-1-(methoxy-methyl-carbamoyl)-ethyl]-carbamic acid tert-butyl ester), C(C)(C)(C)NC(C1=C(C=C(C=C1)Cl)C)=O (N-tert-Butyl-4-chloro-2-methyl-benzamide). Yields the product C(C)(C)(C)OC(N[C@@H](C(CC1=C(C=CC(=C1)Cl)C(NC(C)(C)C)=O)=O)CC1=C(C=CC=C1)F)=O ([(R)-3-(2-tert-Butylcarbamoyl-5-chloro-phenyl)-1-(2-fluoro-benzyl)-2-oxo-propyl]-carbamic acid tert-butyl ester). Reaction SMILES: [C:1]([O:5][C:6](=[O:23])[NH:7][C@@H:8]([C:17](=[O:22])N(OC)C)[CH2:9][C:10]1[CH:15]=[CH:14][CH:13]=[CH:12][C:11]=1[F:16])([CH3:4])([CH3:3])[CH3:2].[C:24]([NH:28][C:29](=[O:38])[C:30]1[CH:35]=[CH:34][C:33]([Cl:36])=[CH:32][C:31]=1[CH3:37])([CH3:27])([CH3:26])[CH3:25]>>[C:1]([O:5][C:6](=[O:23])[NH:7][C@H:8]([CH2:9][C:10]1[CH:15]=[CH:14][CH:13]=[CH:12][C:11]=1[F:16])[C:17](=[O:22])[CH2:37][C:31]1[CH:32]=[C:33]([Cl:36])[CH:34]=[CH:35][C:30]=1[C:29](=[O:38])[NH:28][C:24]([CH3:26])([CH3:25])[CH3:27])([CH3:2])([CH3:3])[CH3:4]. Procedure: Using general procedure 2 with [(R)-2-(2-fluoro-phenyl)-1-(methoxy-methyl-carbamoyl)-ethyl]-carbamic acid tert-butyl ester (3.5 g, 11 mmol) and N-tert-Butyl-4-chloro-2-methyl-benzamide (7.3 g, 32 mmol) followed by purification using silica gel flash column chromatography gives the title compound. The reactants are O=C(O)c1ccccc1CCCCCCCBr, C1CCOC1. Product: OCc1ccccc1CCCCCCCBr. RXN SMILES: [Br:1][CH2:2][CH2:3][CH2:4][CH2:5][CH2:6][CH2:7][CH2:8][c:9]1[c:10]([C:11](=[O:12])[OH:13])[cH:14][cH:15][cH:16][cH:17]1.[O:18]1[CH2:19][CH2:20][CH2:21][CH2:22]1>>[Br:1][CH2:2][CH2:3][CH2:4][CH2:5][CH2:6][CH2:7][CH2:8][c:9]1[c:10]([CH2:11][OH:12])[cH:14][cH:15][cH:16][cH:17]1. Reactants: C=1C=CC2=C(C1)N=NN2O (HOBT), CCN=C=NCCCN(C)C.Cl (WSC HCl), S(=O)(=O)(O)O.CN1N=CC(=C1N)N (1-methyl-1H-pyrazole-4,5-diamine sulfate), C(C)(C)N(C(C)C)CC (N,N-diisopropylethylamine), C(C)(C)(C)OC(=O)N(C)CCC(=O)O (3-[N-(tert-butoxycarbonyl)-N-methylamino]propanoic acid). Solvent: [Cl-].[Na+].O (brine), ClCCl (dichloromethane), O1CCCC1 (tetrahydrofuran). Reaction conditions: time 1 hour. The product is NC1=C(C=NN1C)NC(CCN(C(OC(C)(C)C)=O)C)=O (tert-butyl N-{3-[(5-amino-1-methyl-1H-pyrazol-4-yl)amino]-3-oxopropyl}-N-methylcarbamate). Isolated yield 49.3%. As a reaction SMILES: [C:1]([O:5][C:6]([N:8]([CH2:10][CH2:11][C:12]([OH:14])=O)[CH3:9])=[O:7])([CH3:4])([CH3:3])[CH3:2].C1C=CC2N(O)N=NC=2C=1.CCN=C=NCCCN(C)C.Cl.S(O)(O)(=O)=O.[CH3:42][N:43]1[C:47]([NH2:48])=[C:46]([NH2:49])[CH:45]=[N:44]1.C(N(CC)C(C)C)(C)C>ClCCl.O1CCCC1.[Cl-].[Na+].O>[NH2:48][C:47]1[N:43]([CH3:42])[N:44]=[CH:45][C:46]=1[NH:49][C:12](=[O:14])[CH2:11][CH2:10][N:8]([CH3:9])[C:6](=[O:7])[O:5][C:1]([CH3:2])([CH3:3])[CH3:4] |f:2.3,4.5,9.10.11|. Procedure: To a suspension of 3-[N-(tert-butoxycarbonyl)-N-methylamino]propanoic acid (3.33 g) in dichloromethane (33 ml) and tetrahydrofuran (33 ml) were added HOBT (3.33 g) and WSC HCl (6.29 g), and the mixture was stirred for 1 hour. To the solution were added 1-methyl-1H-pyrazole-4,5-diamine sulfate (3.45 g) and N,N-diisopropylethylamine (11.4 ml). The reaction mixture was stirred at room temperature overnight. To the resulting solution was added brine and extracted with tetrahydrofuran/ethyl acetate=1...